Dataset: the Open Reaction Database (ORD), a public repository of structured organic reaction records. Task: describe an organic reaction: reactants, conditions, products, and yield The reactants are C1(=CC=CC=C1)C(C(=O)OC)=O (methyl phenylglyoxalate), C(C)(=O)OCC (ethyl acetate), O (water), Cl.O[NH3+] (hydroxylammonium hydrochloride). Run in N1=CC=CC=C1 (pyridine). Reaction conditions: time 20 hour. The product is ON=C(C(=O)OC)C1=CC=CC=C1 (methyl α-(hydroxyimino)-2-phenylacetate). The yield is 100.5%. RXN SMILES: [C:1]1([C:7](=O)[C:8]([O:10][CH3:11])=[O:9])[CH:6]=[CH:5][CH:4]=[CH:3][CH:2]=1.Cl.[OH:14][NH3+:15].C(OCC)(=O)C.O>N1C=CC=CC=1>[OH:14][N:15]=[C:7]([C:1]1[CH:6]=[CH:5][CH:4]=[CH:3][CH:2]=1)[C:8]([O:10][CH3:11])=[O:9] |f:1.2|. Reported procedure: 41.0 g (0.25 mol) of methyl phenylglyoxalate are dissolved in 300 ml of pyridine. 19.1 g (0.27 mol) of hydroxylammonium hydrochloride are added in portions to this solution. When the addition is complete, the reaction mixture is stirred at room temperature for 20 hours. After addition of ethyl acetate and water, the organic layer is separated, washed with diluted HCl and water and dried over magnesium sulfate. Evaporation of the solvent gives 45 g (100%) of crude methyl α-(hydroxyimino)-2-phenyl... Reactants: C(CC)N1C(=O)NC(=O)C(=C1N)NC(C)=O (1-propyl-5-acetylamino-6-aminouracil), BrCCCCCO (5-bromo-l-pentanol), powder-form, [OH-].[Na+] (NaOH). Run in CN(C=O)C (dimethyl formamide). Reaction conditions: time 1 hour. Product: N1C(=O)NC=2N=CNC2C1=O (xanthine). Reaction SMILES: C([N:4]1[C:11]([NH2:12])=[C:10]([NH:13][C:14](=O)C)[C:8](=[O:9])[NH:7][C:5]1=[O:6])CC.BrCCCCCO.[OH-].[Na+]>CN(C)C=O>[NH:7]1[C:8](=[O:9])[C:10]2[NH:13][CH:14]=[N:12][C:11]=2[NH:4][C:5]1=[O:6] |f:2.3|. Procedure: 22.6 g (0.1 mole) of 1-propyl-5-acetylamino-6-aminouracil (II) (R3 =methyl, R8 =methyl) are suspended under nitrogen in 200 ml of anhydrous dimethyl formamide (DMF) . 21.7 g (0.13 mole) of 5-bromo-l-pentanol are then added, after which 6 g (0.15 mole) of powder-form solid NaOH are added with stirring in portions of 1 g at a time at intervals of 1 hour. After the third addition, the suspension is completely dissolved. The solution is left standing overnight to complete the reaction. The solvent i... Reactants: C1(CCCCC1)=O (cyclohexanone), ClC(C(=O)Cl)Cl (dichloroacetyl chloride), NCCCO (3-aminopropanol), C1=CC=CC=C1 (benzene). The solvent is O (water). The product is ClC(C(=O)N1CCCOC12CCCCC2)Cl (N-dichloroacetyl-1-oxa-5-azaspiro[5,5]undecane). As a reaction SMILES: [C:1]1(=[O:7])[CH2:6][CH2:5][CH2:4][CH2:3][CH2:2]1.[NH2:8][CH2:9][CH2:10][CH2:11]O.C1C=CC=CC=1.[Cl:19][CH:20]([Cl:24])[C:21](Cl)=[O:22]>O>[Cl:19][CH:20]([Cl:24])[C:21]([N:8]1[C:1]2([CH2:6][CH2:5][CH2:4][CH2:3][CH2:2]2)[O:7][CH2:11][CH2:10][CH2:9]1)=[O:22]. Reported procedure: From a boiling mixture of 17.6 g. (0.18 moles) of cyclohexanone and 11.2 g. (0.15 moles) of 3-aminopropanol in 50 ml. of benzene the water formed is continuously distilled off. Boiling is continued until 2.7 ml. of water are separated. The reaction mixture is then cooled and 16 ml. (0.165 moles) of a 40% aqueous sodium hydroxide solution are added followed by a subsequent dropwise addition of 22.1 g. (0.15 moles) of dichloroacetyl chloride, with external salt/ice cooling. Starting materials: [Br-], CCOC(=O)c1ccc2c(c1)CC(C)(C)C(c1cc(F)cc(Br)c1)N2, [Zn+]C1CCCCC1, [Cl-], [NH4+], C1CCOC1, C1COCCO1, CN(C)C=O. The product is CCOC(=O)c1ccc2c(c1)CC(C)(C)C(c1cc(F)cc(C3CCCCC3)c1)N2. Reaction SMILES: [Br-:26].[CH2:1]([CH3:2])[O:3][C:4](=[O:5])[c:6]1[cH:7][c:8]2[c:13]([cH:14][cH:15]1)[NH:12][CH:11]([c:16]1[cH:17][c:18]([Br:23])[cH:19][c:20]([F:22])[cH:21]1)[C:10]([CH3:24])([CH3:25])[CH2:9]2.[CH:27]1([Zn+:33])[CH2:28][CH2:29][CH2:30][CH2:31][CH2:32]1.[Cl-:39].[NH4+:40].[O:34]1[CH2:35][CH2:36][CH2:37][CH2:38]1.[O:41]1[CH2:42][CH2:43][O:44][CH2:45][CH2:46]1.[O:47]=[CH:48][N:49]([CH3:50])[CH3:51]>>[CH2:1]([CH3:2])[O:3][C:4](=[O:5])[c:6]1[cH:7][c:8]2[c:13]([cH:14][cH:15]1)[NH:12][CH:11]([c:16]1[cH:17][c:18]([CH:27]3[CH2:28][CH2:29][CH2:30][CH2:31][CH2:32]3)[cH:19][c:20]([F:22])[cH:21]1)[C:10]([CH3:24])([CH3:25])[CH2:9]2. Reactants: OC1=CC(N(C=C1)CCC1=CC=C(C=C1)CO)=O (4-Hydroxy-1-[2-(4-hydroxymethyl-phenyl)-ethyl]-1H-pyridin-2-one), BrCC=1C=NC=CC1 (3-bromomethyl-pyridine), C([O-])([O-])=O.[K+].[K+] (potassium carbonate). Solvent: CN(C)C=O (DMF), CCOC(=O)C (EtOAc). Reaction SMILES: [OH:1][C:2]1[CH:7]=[CH:6][N:5]([CH2:8][CH2:9][C:10]2[CH:15]=[CH:14][C:13]([CH2:16][OH:17])=[CH:12][CH:11]=2)[C:4](=[O:18])[CH:3]=1.Br[CH2:20][C:21]1[CH:22]=[N:23][CH:24]=[CH:25][CH:26]=1.C(=O)([O-])[O-].[K+].[K+]>CN(C=O)C.CCOC(C)=O>[OH:17][CH2:16][C:13]1[CH:14]=[CH:15][C:10]([CH2:9][CH2:8][N:5]2[CH:6]=[CH:7][C:2]([O:1][CH2:20][C:21]3[CH:22]=[N:23][CH:24]=[CH:25][CH:26]=3)=[CH:3][C:4]2=[O:18])=[CH:11][CH:12]=1 |f:2.3.4|. Reported procedure: To 500 mg (2.04 mmol) 4-hydroxy-1-[2-(4-hydroxymethyl-phenyl)-ethyl]-1H-pyridin-2-one (preparation 2b) in 20 mL DMF is added 0.62 g (2.45 mmol) 3-bromomethyl-pyridine and 0.85 g (6.12 mmol) potassium carbonate. The reaction mixture is stirred overnight at RT, diluted with 60 mL of EtOAc and is washed twice with water. The organic phase is dried over MgSO4, filtered and the solvent is evaporated. The residue is purified via reverse HPLC chromatography (Zorbax stable bond, C18; water (0.15% formic... Run at time 8 hour. The product is OCC1=CC=C(C=C1)CCN1C(C=C(C=C1)OCC=1C=NC=CC1)=O (1-[2-(4-Hydroxymethyl-phenyl)-ethyl]-4-(pyridin-3-ylmethoxy)-1H-pyridin-2-one).